Dataset: the Open Reaction Database (ORD), a public repository of structured organic reaction records. Task: describe an organic reaction: reactants, conditions, products, and yield Starting materials: C(C)C1=C(C=CC=C1CC=O)C1=CN=C(S1)C=1C=CC(=C(C#N)C1)OC(C)C (5-{5-[2-ethyl-3-(2-oxoethyl)phenyl]-1,3-thiazol-2-yl}-2-[(1-methylethyl)oxy]benzonitrile), N1[C@H](C(=O)O)CCC1 (L-proline), C(C)(=O)O (acetic acid), C(#N)[BH3-].[Na+] (sodium cyanoborohydride). Conditions: time 2 hour. Product: C(#N)C=1C=C(C=CC1OC(C)C)C=1SC(=CN1)C=1C(=C(C=CC1)CCN1[C@H](C(=O)O)CCC1)CC (1-{2-[3-(2-{3-cyano-4-[(1-methylethyl)oxy]phenyl}-1,3-thiazol-5-yl)-2-ethylphenyl]ethyl}-L-proline). Yield: 14.6%. RXN SMILES: [CH2:1]([C:3]1[C:8]([CH2:9][CH:10]=O)=[CH:7][CH:6]=[CH:5][C:4]=1[C:12]1[S:16][C:15]([C:17]2[CH:18]=[CH:19][C:20]([O:25][CH:26]([CH3:28])[CH3:27])=[C:21]([CH:24]=2)[C:22]#[N:23])=[N:14][CH:13]=1)[CH3:2].[NH:29]1[CH2:36][CH2:35][CH2:34][C@H:30]1[C:31]([OH:33])=[O:32].C(O)(=O)C.C([BH3-])#N.[Na+]>>[C:22]([C:21]1[CH:24]=[C:17]([C:15]2[S:16][C:12]([C:4]3[C:3]([CH2:1][CH3:2])=[C:8]([CH2:9][CH2:10][N:29]4[CH2:36][CH2:35][CH2:34][C@H:30]4[C:31]([OH:33])=[O:32])[CH:7]=[CH:6][CH:5]=3)=[CH:13][N:14]=2)[CH:18]=[CH:19][C:20]=1[O:25][CH:26]([CH3:28])[CH3:27])#[N:23] |f:3.4|. Procedure details: A solution of 5-{5-[2-ethyl-3-(2-oxoethyl)phenyl]-1,3-thiazol-2-yl}-2-[(1-methylethyl) oxy]benzonitrile (D76) (60 mg, 0.154 mmol), L-proline (35.4 mg, 0.307 mmol) and acetic acid (0.1 ml, 1.747 mmol) was stirred at room temperature for 15 min, then sodium cyanoborohydride (29.0 mg, 0.461 mmol) was added. The mixture was stirred at room temperature for 2 h. After concentration, the residue was partitioned between ethyl acetate and aqueous HCl (2M). The organic phase was washed with saturated brin... The reactants are C(C=C)C1=C(C=2CCCCC2C=C1)O (2-allyl-5,6,7,8-tetrahydronaphthalen-1-ol), Intermediate 1, C([O-])([O-])=O.[K+].[K+] (potassium carbonate), C(C1=CC=CC=C1)Br (benzyl bromide). Reagents/catalysts: [I-].C(CCC)[N+](CCCC)(CCCC)CCCC (tetrabutylammonium iodide). Product: C(C1=CC=CC=C1)OC1=C(C=CC=2CCCCC12)CC=C (2-allyl-5,6,7,8-tetrahydronaphthalen-1-yl benzyl ether). The yield is 88.2%. As a reaction SMILES: [CH2:1]([C:4]1[CH:13]=[CH:12][C:11]2[CH2:10][CH2:9][CH2:8][CH2:7][C:6]=2[C:5]=1[OH:14])[CH:2]=[CH2:3].C(=O)([O-])[O-].[K+].[K+].[CH2:21](Br)[C:22]1[CH:27]=[CH:26][CH:25]=[CH:24][CH:23]=1>[I-].C([N+](CCCC)(CCCC)CCCC)CCC>[CH2:21]([O:14][C:5]1[C:6]2[CH2:7][CH2:8][CH2:9][CH2:10][C:11]=2[CH:12]=[CH:13][C:4]=1[CH2:1][CH:2]=[CH2:3])[C:22]1[CH:27]=[CH:26][CH:25]=[CH:24][CH:23]=1 |f:1.2.3,5.6|. Procedure: Treatment of 2-allyl-5,6,7,8-tetrahydronaphthalen-1-ol (18.48 g, 0.098 mol) with potassium carbonate (41.46 g, 0.300 mol), benzyl bromide (18.81 g, 0.110 mol), and tetrabutylammonium iodide (7.39 g, 0.020 mol) generally according to the procedure described for Intermediate 1 afforded 24.05 g (88%) of 2-allyl-5,6,7,8-tetrahydronaphthalen-1-yl benzyl ether as a pale yellow oil. Rf=0.39 (silica, ethyl acetate:hexanes 1:19); Anal. calcd. for C20H22O0.2H2O: C, 85.19; H, 8.01. Found: C, 84.95; H, 7.75... Reactants: ClC(=O)OC (methyl chloroformate), N[C@@H](C(C)(C)C)C(=O)O ((L)-tert-leucine), [OH-].[Na+] (sodium hydroxide). The solvent is O1CCOCC1 (dioxane). Run at temperature 60 celsius. The product is COC(=O)N[C@@H](C(C)(C)C)C(=O)O (N-(Methoxycarbonyl)-(L)-tert-leucine). As a reaction SMILES: Cl[C:2]([O:4][CH3:5])=[O:3].[NH2:6][C@H:7]([C:12]([OH:14])=[O:13])[C:8]([CH3:11])([CH3:10])[CH3:9].[OH-].[Na+]>O1CCOCC1>[CH3:5][O:4][C:2]([NH:6][C@H:7]([C:12]([OH:14])=[O:13])[C:8]([CH3:11])([CH3:10])[CH3:9])=[O:3] |f:2.3|. Procedure: 23.5 ml (305 mmol) of methyl chloroformate are added over a period of 20 min to a solution of 20 g (152 mmol) of (L)-tert-leucine (=2(S)-amino-3,3-dimethyl-butyric acid=(L)-α-tert-butylglycine; Fluka, Buchs/Switzerland) in a mixture of 252 ml (504 mmol) of 2N aqueous sodium hydroxide solution and 80 ml of dioxane and the reaction solution is heated at 60° C. for 14 hours. After cooling to room temperature, the reaction solution is washed 2× with methylene chloride. The aqueous phase is acidified... Reactants: OC=1C=C(C=CC1)C=C1C(OC(OC1=O)(C)C)=O (5-((3-Hydroxyphenyl)methylidene)-2,2-dimethyl-1,3-dioxane-4,6-dione), C(C=C)[Mg]Cl (allylmagnesium chloride). Run in C1CCOC1 (THF). The product is OC=1C=C(C=CC1)C(CC=C)C1C(OC(OC1=O)(C)C)=O (5-(1-(3-Hydroxyphenyl)-3-butenyl)-2,2-dimethyl-1,3-dioxane-4,6-dione). Yield: 36.6%. Reaction SMILES: [OH:1][C:2]1[CH:3]=[C:4]([CH:8]=[C:9]2[C:14](=[O:15])[O:13][C:12]([CH3:17])([CH3:16])[O:11][C:10]2=[O:18])[CH:5]=[CH:6][CH:7]=1.[CH2:19]([Mg]Cl)[CH:20]=[CH2:21]>C1COCC1>[OH:1][C:2]1[CH:3]=[C:4]([CH:8]([CH:9]2[C:10](=[O:18])[O:11][C:12]([CH3:16])([CH3:17])[O:13][C:14]2=[O:15])[CH2:21][CH:20]=[CH2:19])[CH:5]=[CH:6][CH:7]=1. Reported procedure: To a solution of 8.1 (8.00 g, 32 mmol) in THF (100 mL) was added allylmagnesium chloride (available from Aldrich) (2.0 M in THF) (97 mL, 193 mmol) dropwise at 0° C. over 1 hour. When the addition was complete, the reaction was quenched with 1 N HCl and extracted with EtOAc. The combined organic layers were washed with brine, dried (MgSO4), and concentrated. The crude product was chromatographed on silica gel (20-30% EtOAc/hexane) to afford 43.1 (3.4 g, 36%) as a pale yellow oil.